This data is from the Open Reaction Database (ORD), a public repository of structured organic reaction records. The task is: describe an organic reaction: reactants, conditions, products, and yield Starting materials: c1ccc(CC2CCNCC2)cc1, COC(=O)c1ccccc1S(=O)(=O)Cl. Yields the product COC(=O)c1ccccc1S(=O)(=O)N1CCC(Cc2ccccc2)CC1. As a reaction SMILES: [CH2:15]([c:16]1[cH:17][cH:18][cH:19][cH:20][cH:21]1)[CH:22]1[CH2:23][CH2:24][NH:25][CH2:26][CH2:27]1.[CH3:1][O:2][C:3]([c:4]1[c:5]([S:10](=[O:11])(=[O:12])[Cl:13])[cH:6][cH:7][cH:8][cH:9]1)=[O:14]>>[CH3:1][O:2][C:3]([c:4]1[c:5]([S:10](=[O:11])(=[O:12])[N:25]2[CH2:24][CH2:23][CH:22]([CH2:15][c:16]3[cH:17][cH:18][cH:19][cH:20][cH:21]3)[CH2:27][CH2:26]2)[cH:6][cH:7][cH:8][cH:9]1)=[O:14]. Reaction SMILES: [CH3:1][c:2]1[n:3][n:4](-[c:17]2[n:18][cH:19][cH:20][cH:21][cH:22]2)[cH:5][c:6]1[CH2:7][O:8][c:9]1[cH:10][cH:11][c:12]([CH2:15][OH:16])[cH:13][cH:14]1.[CH3:32][N:33]([CH3:34])[CH:35]=[O:36].[Cl:23][c:24]1[n:25][cH:26][cH:27][cH:28][c:29]1[C:30]#[N:31].[H-:37].[Na+:38].[OH2:39]>>[CH3:1][c:2]1[n:3][n:4](-[c:17]2[n:18][cH:19][cH:20][cH:21][cH:22]2)[cH:5][c:6]1[CH2:7][O:8][c:9]1[cH:10][cH:11][c:12]([CH2:15][O:16][c:24]2[n:25][cH:26][cH:27][cH:28][c:29]2[C:30]#[N:31])[cH:13][cH:14]1. Reactants: Cc1nn(-c2ccccn2)cc1COc1ccc(CO)cc1, CN(C)C=O, N#Cc1cccnc1Cl, [H-], [Na+], O. Yields the product Cc1nn(-c2ccccn2)cc1COc1ccc(COc2ncccc2C#N)cc1. Reactants: C(C(C)C)(=O)OCCNC(=O)NC1=CC(=CC(=C1)[N+](=O)[O-])[N+](=O)[O-] (2-(3,5-dinitrophenylureido)ethyl isobutyrate), [H][H] (hydrogen), [H][H] (hydrogen), C(C(C)C)(=O)OCCNC(=O)NC1=CC(=CC(=C1)[N+](=O)[O-])[N+](=O)[O-] (2-(3,5-dinitrophenylureido)ethyl isobutyrate), [H][H] (hydrogen), [H][H] (Hydrogen). Reagents/catalysts: [C].[Pd] (palladium carbon). Solvent: C(C)O (ethanol). Run at temperature 17 celsius, time 60 minute. Yields the product C(C(C)C)(=O)OCCNC(=O)NC1=CC(=CC(=C1)N)N (2-(3,5-diaminophenylureido)ethyl isobutyrate). Reaction SMILES: [C:1]([O:6][CH2:7][CH2:8][NH:9][C:10]([NH:12][C:13]1[CH:18]=[C:17]([N+:19]([O-])=O)[CH:16]=[C:15]([N+:22]([O-])=O)[CH:14]=1)=[O:11])(=[O:5])[CH:2]([CH3:4])[CH3:3].[H][H]>[C].[Pd].C(O)C>[C:1]([O:6][CH2:7][CH2:8][NH:9][C:10]([NH:12][C:13]1[CH:18]=[C:17]([NH2:19])[CH:16]=[C:15]([NH2:22])[CH:14]=1)=[O:11])(=[O:5])[CH:2]([CH3:4])[CH3:3] |f:2.3|. Procedure: 8.3 g of 5% palladium carbon, 83.0 g (0.244 mol) of 2-(3,5-dinitrophenylureido)ethyl isobutyrate (compound 12) and 800 ml of ethanol were placed in a 5-l autoclave equipped with a thermocouple thermometer and a mixing blade, and the autoclave was sealed. The atmosphere inside the autoclave was replaced by hydrogen and the hydrogen pressure was raised to 5 kg/cm2. The autoclave contents were stirred at room temperature (17° C.). Ten minutes later, the autoclave inside temperature rose to 43° C. a... The reactants are ClCCl, CC1(C)OC(=O)CC(=O)O1, Cl, O=C(Cl)Cc1ccc(F)cc1, c1ccncc1. Yields the product CC1(C)OC(=O)C(C(=O)Cc2ccc(F)cc2)C(=O)O1. Reaction SMILES: [CH2:23]([Cl:24])[Cl:25].[CH3:1][C:2]1([CH3:10])[O:3][C:4](=[O:9])[CH2:5][C:6](=[O:8])[O:7]1.[ClH:22].[F:11][c:12]1[cH:13][cH:14][c:15]([CH2:18][C:19](=[O:20])[Cl:21])[cH:16][cH:17]1.[cH:26]1[cH:27][cH:28][n:29][cH:30][cH:31]1>>[CH3:1][C:2]1([CH3:10])[O:3][C:4](=[O:9])[CH:5]([C:19]([CH2:18][c:15]2[cH:14][cH:13][c:12]([F:11])[cH:17][cH:16]2)=[O:20])[C:6](=[O:8])[O:7]1. Reactants: O=C1NC(=O)C2(CC(C3CCCCC3)Oc3ccc(Br)cc32)N1, C1COCCO1, COc1ccc(P2(=S)SP(=S)(c3ccc(OC)cc3)S2)cc1. Product: O=C1NC(=S)NC12CC(C1CCCCC1)Oc1ccc(Br)cc12. Reaction SMILES: [Br:1][c:2]1[cH:3][c:4]2[c:9]([cH:10][cH:11]1)[O:8][CH:7]([CH:12]1[CH2:13][CH2:14][CH2:15][CH2:16][CH2:17]1)[CH2:6][C:5]21[NH:18][C:19](=[O:23])[NH:20][C:21]1=[O:22].[CH2:46]1[O:47][CH2:48][CH2:49][O:50][CH2:51]1.[CH3:24][O:25][c:26]1[cH:27][cH:28][c:29]([P:30]2(=[S:33])[S:31][P:32]([c:34]3[cH:35][cH:36][c:37]([O:38][CH3:39])[cH:40][cH:41]3)(=[S:42])[S:43]2)[cH:44][cH:45]1>>[Br:1][c:2]1[cH:3][c:4]2[c:9]([cH:10][cH:11]1)[O:8][CH:7]([CH:12]1[CH2:13][CH2:14][CH2:15][CH2:16][CH2:17]1)[CH2:6][C:5]21[NH:18][C:19](=[S:33])[NH:20][C:21]1=[O:22].